Dataset: the Open Reaction Database (ORD), a public repository of structured organic reaction records. Task: describe an organic reaction: reactants, conditions, products, and yield Product: CC=1SC=C(C1NC(CO)=O)C (N-(2,4-dimethyl-thien-3-yl)-hydroxyacetamide). The reactants are CC=1SC=C(C1NC(COC(C)=O)=O)C (N-(2,4-dimethyl-thien-3yl)-acetoxyacetamide), N (ammonia). Run in CO (methanol). Reaction SMILES: [CH3:1][C:2]1[S:3][CH:4]=[C:5]([CH3:15])[C:6]=1[NH:7][C:8](=[O:14])[CH2:9][O:10]C(=O)C.N>CO>[CH3:1][C:2]1[S:3][CH:4]=[C:5]([CH3:15])[C:6]=1[NH:7][C:8](=[O:14])[CH2:9][OH:10]. Reported procedure: Through a stirred solution of 15.9 g (0.07 mol) of N-(2,4-dimethyl-thien-3yl)-acetoxyacetamide in 300 ml of methanol is bubbled a gentle stream of ammonia gas for 30 minutes.